Dataset: the Open Reaction Database (ORD), a public repository of structured organic reaction records. Task: describe an organic reaction: reactants, conditions, products, and yield The reactants are COC(=O)C=1N(S(C2=C(C1OS(=O)(=O)C(F)(F)F)C=CC=C2)(=O)=O)CC2=CC1=C(OCO1)C=C2 (2-(benzo[1,3]dioxol-5-ylmethyl)-1,1-dioxo-4-(trifluoro-methanesulfonyloxy)-1,2-dihydro-1λ6 -benzo[e][1,2]thiazine-3-carboxylic acid methyl ester), COC=1C=C(C=CC1OC)B(O)O (3,4-dimethoxyphenyl boronic acid). Yields the product O1COC2=C1C=CC(=C2)CN2S(C1=C(C(=C2C(=O)O)C2=CC(=C(C=C2)OC)OC)C=CC=C1)(=O)=O (2-Benzo[1,3]dioxol-5-ylmethyl-4-(3,4-dimethoxy-phenyl)-1,1-dioxo-1,2-dihydro-1λ6 -benzo[e][1,2]thiazine-3-carboxylic acid). As a reaction SMILES: C[O:2][C:3]([C:5]1[N:6]([CH2:25][C:26]2[CH:34]=[CH:33][C:29]3[O:30][CH2:31][O:32][C:28]=3[CH:27]=2)[S:7](=[O:24])(=[O:23])[C:8]2[CH:22]=[CH:21][CH:20]=[CH:19][C:9]=2[C:10]=1OS(C(F)(F)F)(=O)=O)=[O:4].[CH3:35][O:36][C:37]1[CH:38]=[C:39](B(O)O)[CH:40]=[CH:41][C:42]=1[O:43][CH3:44]>>[O:30]1[C:29]2[CH:33]=[CH:34][C:26]([CH2:25][N:6]3[C:5]([C:3]([OH:2])=[O:4])=[C:10]([C:40]4[CH:39]=[CH:38][C:37]([O:36][CH3:35])=[C:42]([O:43][CH3:44])[CH:41]=4)[C:9]4[CH:19]=[CH:20][CH:21]=[CH:22][C:8]=4[S:7]3(=[O:24])=[O:23])=[CH:27][C:28]=2[O:32][CH2:31]1. Procedure details: Prepared according to the method of Example 23, from 2-(benzo[1,3]dioxol-5-ylmethyl)-1,1-dioxo-4-(trifluoro-methanesulfonyloxy)-1,2-dihydro-1λ6 -benzo[e][1,2]thiazine-3-carboxylic acid methyl ester with 3,4-dimethoxyphenyl boronic acid, and saponification according to the method of Example 24; MS (CI) m/e 495, mp 267°-268° C. The reactants are O(C1=CC=CC=C1)C=1C=C(C=CC1)O (m-phenoxyphenol), [H-].[Na+] (sodium hydride), [I-].[K+] (potassium iodide), BrC(C(=O)OC)C1=CC=C(C=C1)OCCCOC1=CC=C(C=C1)Cl (methyl bromo{p-[3-(p-chlorophenoxy)propoxy]phenyl}acetate). The solvent is O1CCCC1 (tetrahydrofuran), CN(P(=O)(N(C)C)N(C)C)C (hexamethylphosphoramide). The product is COC(C(C1=CC=C(C=C1)OCCCOC1=CC=C(C=C1)Cl)OC1=CC(=CC=C1)OC1=CC=CC=C1)=O (Methyl(m-phenoxyphenoxy){p-[3-(p-chlorophenoxy)propoxy]phenyl}acetate). Yield: 104.2%. Reaction SMILES: [O:1]([C:8]1[CH:9]=[C:10]([OH:14])[CH:11]=[CH:12][CH:13]=1)[C:2]1[CH:7]=[CH:6][CH:5]=[CH:4][CH:3]=1.[H-].[Na+].[I-].[K+].Br[CH:20]([C:25]1[CH:30]=[CH:29][C:28]([O:31][CH2:32][CH2:33][CH2:34][O:35][C:36]2[CH:41]=[CH:40][C:39]([Cl:42])=[CH:38][CH:37]=2)=[CH:27][CH:26]=1)[C:21]([O:23][CH3:24])=[O:22]>O1CCCC1.CN(C)P(N(C)C)(N(C)C)=O>[CH3:24][O:23][C:21](=[O:22])[CH:20]([O:14][C:10]1[CH:11]=[CH:12][CH:13]=[C:8]([O:1][C:2]2[CH:3]=[CH:4][CH:5]=[CH:6][CH:7]=2)[CH:9]=1)[C:25]1[CH:26]=[CH:27][C:28]([O:31][CH2:32][CH2:33][CH2:34][O:35][C:36]2[CH:37]=[CH:38][C:39]([Cl:42])=[CH:40][CH:41]=2)=[CH:29][CH:30]=1 |f:1.2,3.4|. Procedure: As described in Example 30, a mixture of 5.2 g of m-phenoxyphenol, 1.06 g of 60% sodium hydride-oil dispersion, 3.82 g of potassium iodide, one ml of hexamethylphosphoramide and 10.4 g of methyl bromo{p-[3-(p-chlorophenoxy)propoxy]phenyl}acetate in 80 ml of tetrahydrofuran is refluxed for 18 hours and worked-up to give 13.6 g of gum. The gum is chromatographed over silica gel with dichloromethane as eluent to give 11.2 g of product as a viscous oil.